From a dataset of the Open Reaction Database (ORD), a public repository of structured organic reaction records. describe an organic reaction: reactants, conditions, products, and yield Reactants: ClCCl, CO, NC(=O)c1cc(N2CCCCC2)ccc1[N+](=O)[O-]. Yields the product NC(=O)c1cc(N2CCCCC2)ccc1N. As a reaction SMILES: [CH2:21]([Cl:22])[Cl:23].[CH3:19][OH:20].[N+:1]([O-:2])(=[O:3])[c:4]1[c:5]([C:6](=[O:7])[NH2:8])[cH:9][c:10]([N:13]2[CH2:14][CH2:15][CH2:16][CH2:17][CH2:18]2)[cH:11][cH:12]1>>[NH2:1][c:4]1[c:5]([C:6](=[O:7])[NH2:8])[cH:9][c:10]([N:13]2[CH2:14][CH2:15][CH2:16][CH2:17][CH2:18]2)[cH:11][cH:12]1. Starting materials: FC(C=1C(=NC=CN1)C(=O)OC)(F)F (Methyl 3-trifluoromethyl-pyrazine-2-carboxylate), Cl (HCl), solution, C[Al](C)C (trimethylaluminum), C(C)(C)C1C2CCC1C1=C(C=CC=C21)N (9-Isopropyl-1,2,3,4-tetrahydro-1,4-methano-naphthalen-5-ylamine). Solvent: ClCCl (dichloromethane), C(Cl)Cl (DCM). Run at time 8 hour. Product: C(C)(C)C1C2CCC1C1=C(C=CC=C21)NC(=O)C2=NC=CN=C2C(F)(F)F (3-Trifluoromethyl-pyrazine-2-carboxylic acid (9-isopropyl-1,2,3,4-tetrahydro-1,4-methano-naphthalen-5-yl)-amide). The yield is 80.4%. RXN SMILES: [CH:1]([CH:4]1[CH:8]2[C:9]3[C:14]([CH:5]1[CH2:6][CH2:7]2)=[CH:13][CH:12]=[CH:11][C:10]=3[NH2:15])([CH3:3])[CH3:2].C[Al](C)C.[F:20][C:21]([F:33])([F:32])[C:22]1[C:23]([C:28](OC)=[O:29])=[N:24][CH:25]=[CH:26][N:27]=1.Cl>ClCCl>[CH:1]([CH:4]1[CH:8]2[C:9]3[C:14]([CH:5]1[CH2:6][CH2:7]2)=[CH:13][CH:12]=[CH:11][C:10]=3[NH:15][C:28]([C:23]1[C:22]([C:21]([F:32])([F:20])[F:33])=[N:27][CH:26]=[CH:25][N:24]=1)=[O:29])([CH3:3])[CH3:2]. Reported procedure: To a 1-ml vial containing 9-isopropyl-1,2,3,4-tetrahydro-1,4-methano-naphthalen-5-ylamine (6) (0.1 g, 0.497 mmol) and DCM (Volume: 2 mL) was added a 2.0 M solution of trimethylaluminum (0.017 g, 0.243 mmol). After evolution of gas ceased, methyl 3-(trifluoromethyl)pyrazine-2-carboxylate (8) (0.113 g, 0.546 mmol) was added as a solution in dichloromethane (0.5 ml) and the mixture was stirred at room temperature overnight. The reaction mixture was poured into 2N HCl (5 ml) and after bubbling cease... Reactants: OC1=C(CO)C=CC=C1 (2-hydroxybenzyl alcohol), FC(C1=C(CBr)C=CC=C1)(F)F (2-trifluoromethylbenzyl bromide), C([O-])([O-])=O.[K+].[K+] (potassium carbonate). Run in C(C)#N (acetonitrile). The product is FC(C1=C(COC2=C(C=CC=C2)CO)C=CC=C1)(F)F ([2-(2-Trifluoromethylbenzyloxy)phenyl]methanol). The yield is 92.4%. RXN SMILES: [OH:1][C:2]1[CH:9]=[CH:8][CH:7]=[CH:6][C:3]=1[CH2:4][OH:5].[F:10][C:11]([F:21])([F:20])[C:12]1[CH:19]=[CH:18][CH:17]=[CH:16][C:13]=1[CH2:14]Br.C(=O)([O-])[O-].[K+].[K+]>C(#N)C>[F:10][C:11]([F:20])([F:21])[C:12]1[CH:19]=[CH:18][CH:17]=[CH:16][C:13]=1[CH2:14][O:1][C:2]1[CH:9]=[CH:8][CH:7]=[CH:6][C:3]=1[CH2:4][OH:5] |f:2.3.4|. Procedure: A solution of 2.42 g (19.47 mmol) of 2-hydroxybenzyl alcohol in 100 ml of dry acetonitrile is mixed with 3.91 g (19.47 mmol) of 2-trifluoromethylbenzyl bromide and 2.96 g (21.42 mmol) of anhydrous potassium carbonate and heated to reflux for 12 hours. The mixture is then concentrated to dryness. The residue is taken up in ethyl acetate, washed with water and saturated sodium chloride solution and dried over sodium sulfate. The organic phase is concentrated. The resulting crude product is purifie... Starting materials: C(C)S(=O)(=O)C1=CC=C(OC=2C=CC(=C(C(=O)OC)C2)NC(=O)C2=NC=CC=C2)C=C1 (methyl 5-[4-(ethylsulfonyl)phenoxy]-2-[(2-pyridinylcarbonyl)amino]benzoate), [N+](=O)([O-])[O-].[K+] (potassium nitrate). Run in FC(C(=O)O)(F)F (trifluoroacetic acid). Reaction conditions: temperature 80 celsius. Product: C(C)S(=O)(=O)C1=CC=C(OC=2C=C(C(=C(C(=O)OC)C2)NC(=O)C2=NC=CC=C2)[N+](=O)[O-])C=C1 (methyl 5-[4-(ethylsulfonyl)phenoxy]-3-nitro-2-[(2-pyridinylcarbonyl)amino]benzoate). Yield: 88.8%. As a reaction SMILES: [CH2:1]([S:3]([C:6]1[CH:31]=[CH:30][C:9]([O:10][C:11]2[CH:12]=[CH:13][C:14]([NH:21][C:22]([C:24]3[CH:29]=[CH:28][CH:27]=[CH:26][N:25]=3)=[O:23])=[C:15]([CH:20]=2)[C:16]([O:18][CH3:19])=[O:17])=[CH:8][CH:7]=1)(=[O:5])=[O:4])[CH3:2].[N+:32]([O-])([O-:34])=[O:33].[K+]>FC(F)(F)C(O)=O>[CH2:1]([S:3]([C:6]1[CH:7]=[CH:8][C:9]([O:10][C:11]2[CH:12]=[C:13]([N+:32]([O-:34])=[O:33])[C:14]([NH:21][C:22]([C:24]3[CH:29]=[CH:28][CH:27]=[CH:26][N:25]=3)=[O:23])=[C:15]([CH:20]=2)[C:16]([O:18][CH3:19])=[O:17])=[CH:30][CH:31]=1)(=[O:4])=[O:5])[CH3:2] |f:1.2|. Reported procedure: 1.9 g of methyl 5-[4-(ethylsulfonyl)phenoxy]-2-[(2-pyridinylcarbonyl)amino]benzoate was dissolved in 20 ml of trifluoroacetic acid, and 2.2 g of potassium nitrate was added to it and stirred under heat at 80° C. for 2 hours. The reaction liquid was restored to room temperature, trifluoroacetic acid was evaporated away under reduced pressure, the residue was dissolved in chloroform, and aqueous saturated sodium hydrogencarbonate solution was added to it. This was extracted with chloroform, and th... The reactants are CO (methanol), C(CCC)N (butylamine), S1SC(CC1)CCCCCN1C(C2=CC=CC=C2C1=O)=O (2-[5(1,2-dithiolan-3-yl)pentyl]isoindole-1,3-dione). Solvent: C1(=CC=CC=C1)C (toluene). Reaction conditions: time 6 hour. The product is S1SC(CC1)CCCCCNC(CC)=O (N-[5-(1,2-Dithiolan-3-yl)pentyl]propionamide). Isolated yield 31.6%. As a reaction SMILES: CO.C(N)CCC.[S:8]1[CH2:12][CH2:11][CH:10]([CH2:13][CH2:14][CH2:15][CH2:16][CH2:17][N:18]2C(=O)C3[C:20](=[CH:21]C=CC=3)[C:19]2=[O:28])[S:9]1>C1(C)C=CC=CC=1>[S:8]1[CH2:12][CH2:11][CH:10]([CH2:13][CH2:14][CH2:15][CH2:16][CH2:17][NH:18][C:19](=[O:28])[CH2:20][CH3:21])[S:9]1. Reported procedure: 2 ml of methanol and 2 ml of butylamine were added to a solution of 1.6 mmol of 2-[5(1,2-dithiolan-3-yl)pentyl]isoindole-1,3-dione in 3 ml of toluene. The resulting mixture was stirred at room temperature for 6 hours. The reaction mixture was then allowed to stand overnight at room temperature. At the end of this time, the solvent was removed from the reaction mixture by distillation under reduced pressure. Water was added to the residue, after which it was extracted with ethyl acetate. The extr... Starting materials: [Li]CCCC (n-BuLi), ClC=1C(=C2C(=NC1)N(C=C2)[Si](C(C)C)(C(C)C)C(C)C)I (5-chloro-4-iodo-1-(triisopropylsilyl)-1H-pyrrolo[2,3-b]pyridine), C(C1=CC=CC=C1)N1CC(CCC1)C=O (1-benzylpiperidine-3-carbaldehyde). The solvent is C1CCOC1 (THF), C1CCOC1 (THF). Conditions: time 40 minute. Product: C(C1=CC=CC=C1)N1CC(CCC1)C(O)C1=C2C(=NC=C1Cl)N(C=C2)[Si](C(C)C)(C(C)C)C(C)C ((1-benzylpiperidin-3-yl)(5-chloro-1-(triisopropylsilyl)-1H-pyrrolo[2,3-b]pyridin-4-yl)methanol). The yield is 99.8%. Reaction SMILES: [Li]CCCC.[Cl:6][C:7]1[C:8](I)=[C:9]2[CH:15]=[CH:14][N:13]([Si:16]([CH:23]([CH3:25])[CH3:24])([CH:20]([CH3:22])[CH3:21])[CH:17]([CH3:19])[CH3:18])[C:10]2=[N:11][CH:12]=1.[CH2:27]([N:34]1[CH2:39][CH2:38][CH2:37][CH:36]([CH:40]=[O:41])[CH2:35]1)[C:28]1[CH:33]=[CH:32][CH:31]=[CH:30][CH:29]=1>C1COCC1>[CH2:27]([N:34]1[CH2:39][CH2:38][CH2:37][CH:36]([CH:40]([C:8]2[C:7]([Cl:6])=[CH:12][N:11]=[C:10]3[N:13]([Si:16]([CH:23]([CH3:25])[CH3:24])([CH:20]([CH3:22])[CH3:21])[CH:17]([CH3:19])[CH3:18])[CH:14]=[CH:15][C:9]=23)[OH:41])[CH2:35]1)[C:28]1[CH:33]=[CH:32][CH:31]=[CH:30][CH:29]=1. Procedure: A solution of n-BuLi (1.6 N in heptane, 8.62 mL, 13.8 mmol) was added dropwise to a solution of 5-chloro-4-iodo-1-(triisopropylsilyl)-1H-pyrrolo[2,3-b]pyridine (5.00 g, 11.5 mmol, Adesis) in THF (135 mL) at about −78° C., keeping the temperature below about −70° C. After stirring for about 40 min, a solution of 1-benzylpiperidine-3-carbaldehyde (4.21 g, 20.7 mmol) in THF (15 mL) was added dropwise and the resulting mixture was stirred at about −75° C. for about 2 h. The reaction was quenched by ... RXN SMILES: [Br:1][c:2]1[cH:3][cH:4][c:5]2[c:6]([cH:7][cH:8][o:9]2)[cH:10]1.[CH2:11]1[CH2:12][CH2:13][NH:14][CH2:15][CH2:16]1.[CH3:17][C:18]([CH3:19])([O-:20])[CH3:21].[CH3:23][c:24]1[cH:25][cH:26][cH:27][cH:28][cH:29]1.[Na+:22]>>[c:2]1([N:14]2[CH2:13][CH2:12][CH2:11][CH2:16][CH2:15]2)[cH:3][cH:4][c:5]2[c:6]([cH:7][cH:8][o:9]2)[cH:10]1. Product: c1cc2cc(N3CCCCC3)ccc2o1. The reactants are Brc1ccc2occc2c1, C1CCNCC1, CC(C)(C)[O-], Cc1ccccc1, [Na+].